Dataset: the Open Reaction Database (ORD), a public repository of structured organic reaction records. Task: describe an organic reaction: reactants, conditions, products, and yield The reagents and catalysts are C=1C=CC(=CC1)/C=C/C(=O)/C=C/C2=CC=CC=C2.C=1C=CC(=CC1)/C=C/C(=O)/C=C/C2=CC=CC=C2.C=1C=CC(=CC1)/C=C/C(=O)/C=C/C2=CC=CC=C2.[Pd].[Pd] (tris(dibenzylideneacetone)dipalladium(0)). Conditions: temperature 90 celsius. The yield is 29.7%. Yields the product C1(CCCCC1)C(CC1=CC=C(C=C1)OC1CCCCC1)=O (1-cyclohexyl-2-(4-cyclohexyloxy-phenyl)-ethanone). Reaction SMILES: Br[C:2]1[CH:7]=[CH:6][C:5]([O:8][CH:9]2[CH2:14][CH2:13][CH2:12][CH2:11][CH2:10]2)=[CH:4][CH:3]=1.[CH:15]1([C:21]([CH3:23])=[O:22])[CH2:20][CH2:19][CH2:18][CH2:17][CH2:16]1.C1C=CC(P(C2C=CC3C(=CC=CC=3)C=2C2C3C(=CC=CC=3)C=CC=2P(C2C=CC=CC=2)C2C=CC=CC=2)C2C=CC=CC=2)=CC=1.CC(C)([O-])C.[K+]>C1C=CC(/C=C/C(/C=C/C2C=CC=CC=2)=O)=CC=1.C1C=CC(/C=C/C(/C=C/C2C=CC=CC=2)=O)=CC=1.C1C=CC(/C=C/C(/C=C/C2C=CC=CC=2)=O)=CC=1.[Pd].[Pd]>[CH:15]1([C:21](=[O:22])[CH2:23][C:2]2[CH:7]=[CH:6][C:5]([O:8][CH:9]3[CH2:14][CH2:13][CH2:12][CH2:11][CH2:10]3)=[CH:4][CH:3]=2)[CH2:20][CH2:19][CH2:18][CH2:17][CH2:16]1 |f:3.4,5.6.7.8.9|. The reactants are BrC1=CC=C(C=C1)OC1CCCCC1 (1-bromo-4-cyclohexyloxy-benzene), C1(CCCCC1)C(=O)C (cyclohexylmethylketone), C1=CC=C(C=C1)P(C2=CC=CC=C2)C3=C(C4=CC=CC=C4C=C3)C5=C(C=CC6=CC=CC=C65)P(C7=CC=CC=C7)C8=CC=CC=C8 ((R)-(+)-2,2′-bis(diphenylphosphino)-1,1′-binaphthyl), CC(C)([O-])C.[K+] (potassium t-butoxide). Procedure details: A stirred suspension of 1-bromo-4-cyclohexyloxy-benzene (3.92 mmol, 1.0 g), cyclohexylmethylketone (5.92 mmol, 0.83 mL), (R)-(+)-2,2′-bis(diphenylphosphino)-1,1′-binaphthyl (1.88 mmol, 1.17 g), tris(dibenzylideneacetone)dipalladium(0) (0.78 mmol, 0.72 g), and potassium t-butoxide (7.84 mmol, 0.88 g) were heated to 90° C. for 12 h in a sealed vial. The reaction was cooled and partitioned in water (50 mL) and diethyl ether (50 mL). The mixture was filtered through fluted filter paper and the layer... Starting materials: O (water), C1(=CC=CC=C1)CC(=O)NC1[C@@H]2N(C(=C(CS2=O)CSCC=C)C(=O)OC(C2=CC=CC=C2)C2=CC=CC=C2)C1=O (benzhydryl 7-(2-phenylacetamido)-3-allylthiomethyl-3-cephem-4-carboxylate-1-oxide), P(Cl)(Cl)Cl (phosphorus trichloride). Run in C(Cl)Cl (methylene chloride), C(Cl)Cl (methylene chloride). The product is C1(=CC=CC=C1)CC(=O)NC1[C@@H]2N(C(=C(CS2)CSCC=C)C(=O)OC(C2=CC=CC=C2)C2=CC=CC=C2)C1=O (benzhydryl 7-(2-phenylacetamido)-3-allylthiomethyl-3-cephem-4-carboxylate). Yield: 87.0%. As a reaction SMILES: [C:1]1([CH2:7][C:8]([NH:10][CH:11]2[C:40](=[O:41])[N:13]3[C:14]([C:24]([O:26][CH:27]([C:34]4[CH:39]=[CH:38][CH:37]=[CH:36][CH:35]=4)[C:28]4[CH:33]=[CH:32][CH:31]=[CH:30][CH:29]=4)=[O:25])=[C:15]([CH2:19][S:20][CH2:21][CH:22]=[CH2:23])[CH2:16][S:17](=O)[C@H:12]23)=[O:9])[CH:6]=[CH:5][CH:4]=[CH:3][CH:2]=1.P(Cl)(Cl)Cl.O>C(Cl)Cl>[C:1]1([CH2:7][C:8]([NH:10][CH:11]2[C:40](=[O:41])[N:13]3[C:14]([C:24]([O:26][CH:27]([C:28]4[CH:29]=[CH:30][CH:31]=[CH:32][CH:33]=4)[C:34]4[CH:39]=[CH:38][CH:37]=[CH:36][CH:35]=4)=[O:25])=[C:15]([CH2:19][S:20][CH2:21][CH:22]=[CH2:23])[CH2:16][S:17][C@H:12]23)=[O:9])[CH:6]=[CH:5][CH:4]=[CH:3][CH:2]=1. Reported procedure: To a solution of benzhydryl 7-(2-phenylacetamido)-3-allylthiomethyl-3-cephem-4-carboxylate-1-oxide (26 g) in methylene chloride (500 ml) was added dropwise phosphorus trichloride (20 ml) at 5° C. with stirring, and the stirring was continued for an hour. The mixture was poured into a mixture of methylene chloride (200 ml) and water (400 ml), followed by separating out the organic layer, which was washed twice with an aqueous solution of sodium chloride (200 ml) and dried over anhydrous magnesium... Starting materials: CS(=O)(=O)c1ccc(CC(=O)O)cc1, C1CCOC1. The product is CS(=O)(=O)c1ccc(CCO)cc1. Reaction SMILES: [CH3:1][S:2](=[O:3])(=[O:4])[c:5]1[cH:6][cH:7][c:8]([CH2:11][C:12](=[O:13])[OH:14])[cH:9][cH:10]1.[O:15]1[CH2:16][CH2:17][CH2:18][CH2:19]1>>[CH3:1][S:2](=[O:3])(=[O:4])[c:5]1[cH:6][cH:7][c:8]([CH2:11][CH2:12][OH:13])[cH:9][cH:10]1. The reactants are [ 22 ], C(C)(=O)OC1=CC(=C2C(=NC=NC2=C1)NC1=C2C(=CC=C1)OCO2)OC2CCOCC2 (7-acetoxy-4-(2,3-methylenedioxyanilino)-5-tetrahydropyran-4-yloxyquinazoline), N (ammonia). Yields the product C1OC2=C(NC3=NC=NC4=CC(=CC(=C34)OC3CCOCC3)O)C=CC=C2O1 (4-(2,3-methylenedioxyanilino)-7-hydroxy-5-tetrahydropyran-4-yloxyquinazoline). RXN SMILES: C([O:4][C:5]1[CH:14]=[C:13]2[C:8]([C:9]([NH:15][C:16]3[CH:21]=[CH:20][CH:19]=[C:18]4[O:22][CH2:23][O:24][C:17]=34)=[N:10][CH:11]=[N:12]2)=[C:7]([O:25][CH:26]2[CH2:31][CH2:30][O:29][CH2:28][CH2:27]2)[CH:6]=1)(=O)C.N>>[CH2:23]1[O:22][C:18]2[C:17](=[C:16]([CH:21]=[CH:20][CH:19]=2)[NH:15][C:9]2[C:8]3[C:13](=[CH:14][C:5]([OH:4])=[CH:6][C:7]=3[O:25][CH:26]3[CH2:31][CH2:30][O:29][CH2:28][CH2:27]3)[N:12]=[CH:11][N:10]=2)[O:24]1. Procedure: Using an analogous procedure to that described in the last paragraph of Note [22] immediately above, 7-acetoxy-4-(2,3-methylenedioxyanilino)-5-tetrahydropyran-4-yloxyquinazoline was reacted with a saturated methanolic ammonia solution to give 4-(2,3-methylenedioxyanilino)-7-hydroxy-5-tetrahydropyran-4-yloxyquinazoline; NMR Spectrum: (DMSOd6) 1.8-1.95 (m, 2H), 2.1-2.2 (m, 2H), 3.52 (m, 2H), 3.8 (s, 3H), 3.9 (m, 2H), 4.95 (m, 1H), 6.7 (s, 1H), 6.75 (d, 1H), 6.85 (s, 1H), 7.6 (d, 1H), 7.88 (s, 1H),... Reactants: ClC=1C=C(C2=C(NN=N2)C1)O (6-chlorohydroxybenzotriazole), Cl.CN(CCCN=C=NCC)C (N-(3-dimethylaminopropyl)-N′-ethylcarbodiimide hydrochloride), C(C)N(C(C)C)C(C)C (N-ethyldiisopropylamine), Cl.FCC(C)N (1-fluoropropan-2-amine hydrochloride), O=C(/C=C/C1=CC(=C(C(=O)O)C=C1)C(F)(F)F)NC(C(F)(F)F)C1=CC(=CC=C1)C(F)(F)F (4-[(1E)-3-oxo-3-({2,2,2-trifluoro-1-[3-(trifluoromethyl)phenyl]ethyl}-amino)prop-1-en-1-yl]-2-(trifluoromethyl)benzoic acid). Run in ClCCl (dichloromethane). Run at time 20 minute. The product is FCC(C)NC(C1=C(C=C(C=C1)\C=C\C(NC(C(F)(F)F)C1=CC(=CC=C1)C(F)(F)F)=O)C(F)(F)F)=O (N-(1-Fluoropropan-2-yl)-4-[(1E)-3-oxo-3-({2,2,2-trifluoro-1-[3-(trifluoromethyl)phenyl]-ethyl}amino)prop-1-en-1-yl]-2-(trifluoromethyl)benzamide). RXN SMILES: [O:1]=[C:2]([NH:18][CH:19]([C:24]1[CH:29]=[CH:28][CH:27]=[C:26]([C:30]([F:33])([F:32])[F:31])[CH:25]=1)[C:20]([F:23])([F:22])[F:21])/[CH:3]=[CH:4]/[C:5]1[CH:13]=[CH:12][C:8]([C:9](O)=[O:10])=[C:7]([C:14]([F:17])([F:16])[F:15])[CH:6]=1.ClC1C=C(O)C2N=NNC=2C=1.Cl.CN(C)CCCN=C=NCC.C(N(C(C)C)C(C)C)C.Cl.[F:67][CH2:68][CH:69]([NH2:71])[CH3:70]>ClCCl>[F:67][CH2:68][CH:69]([NH:71][C:9](=[O:10])[C:8]1[CH:12]=[CH:13][C:5](/[CH:4]=[CH:3]/[C:2](=[O:1])[NH:18][CH:19]([C:24]2[CH:29]=[CH:28][CH:27]=[C:26]([C:30]([F:31])([F:32])[F:33])[CH:25]=2)[C:20]([F:22])([F:23])[F:21])=[CH:6][C:7]=1[C:14]([F:16])([F:17])[F:15])[CH3:70] |f:2.3,5.6|. Procedure details: 49 mg (1 eq, 0.1 mmol) of 4-[(1E)-3-oxo-3-({2,2,2-trifluoro-1-[3-(trifluoromethyl)phenyl]ethyl}-amino)prop-1-en-1-yl]-2-(trifluoromethyl)benzoic acid from Example 2, Stage 2 were dissolved in 1 ml of dichloromethane. Then 17 mg (1.0 eq, 0.10 mmol) of 6-chlorohydroxybenzotriazole, 23 mg (1.2 eq, 0.12 mmol) of N-(3-dimethylaminopropyl)-N′-ethylcarbodiimide hydrochloride and 26 mg (2 eq, 0.20 mmol) of N-ethyldiisopropylamine were added thereto, and the mixture was stirred at RT for 20 min. Subseque...